From a dataset of the Open Reaction Database (ORD), a public repository of structured organic reaction records. describe an organic reaction: reactants, conditions, products, and yield Starting materials: C(=O)(Cl)Cl (Phosgene), N1CCCCC1 (piperidine), [OH-].[Na+] (sodium hydroxide), C(=O)(Cl)Cl (phosgene), C(Cl)Cl (methylene chloride). Run in O (water), O (water). Reaction conditions: time 5 minute. The product is C1CCN(CC1)C(=O)N2CCCCC2 (bis(pentamethylene)urea). Isolated yield 96.0%. As a reaction SMILES: [C:1](Cl)(Cl)=[O:2].[NH:5]1[CH2:10][CH2:9][CH2:8][CH2:7][CH2:6]1.C(Cl)Cl.[OH-].[Na+]>O>[CH2:8]1[CH2:9][CH2:10][N:5]([C:1]([N:5]2[CH2:10][CH2:9][CH2:8][CH2:7][CH2:6]2)=[O:2])[CH2:6][CH2:7]1 |f:3.4|. Reported procedure: Phosgene was passed for 17 minutes, at the rate of 3 grams per minute, through a mixture of 84 grams (1 mole) of piperidine, 500 ml. of methylene chloride and 100 ml. of water. The pH was maintained in the range of 8-11 by the addition of 50% aqueous sodium hydroxide solution during the latter portion of the phosgene passage. An exothermic reaction occurred which caused refluxing of the mixture. After phosgenation was complete, additional base was added until the pH remained constant at 11 for 5... Starting materials: CCN=C=NCCCN(C)C, CN(C)C=O, Cl, CCOP(=O)(Cc1ccc(N)cc1)OCC, O, O, On1nnc2ccccc21, O=C(O)CCCc1cnoc1-c1ccccc1. Yields the product CCOP(=O)(Cc1ccc(NC(=O)CCCc2cnoc2-c2ccccc2)cc1)OCC. As a reaction SMILES: [CH2:46]([N:47]=[C:48]=[N:49][CH2:50][CH2:51][CH2:52][N:53]([CH3:54])[CH3:55])[CH3:56].[CH3:58][N:59]([CH3:60])[CH:61]=[O:62].[ClH:45].[NH2:1][c:2]1[cH:3][cH:4][c:5]([CH2:6][P:7]([O:8][CH2:9][CH3:10])([O:11][CH2:12][CH3:13])=[O:14])[cH:15][cH:16]1.[OH2:34].[OH2:57].[OH:35][n:36]1[c:37]2[cH:38][cH:39][cH:40][cH:41][c:42]2[n:43][n:44]1.[c:17]1(-[c:23]2[c:24]([CH2:28][CH2:29][CH2:30][C:31](=[O:32])[OH:33])[cH:25][n:26][o:27]2)[cH:18][cH:19][cH:20][cH:21][cH:22]1>>[NH:1]([c:2]1[cH:3][cH:4][c:5]([CH2:6][P:7]([O:8][CH2:9][CH3:10])([O:11][CH2:12][CH3:13])=[O:14])[cH:15][cH:16]1)[C:31]([CH2:30][CH2:29][CH2:28][c:24]1[c:23](-[c:17]2[cH:18][cH:19][cH:20][cH:21][cH:22]2)[o:27][n:26][cH:25]1)=[O:32].